Dataset: the Open Reaction Database (ORD), a public repository of structured organic reaction records. Task: describe an organic reaction: reactants, conditions, products, and yield The reactants are CCOC(C)=O, NC(CCc1nc(-c2ccccc2)c[nH]1)C(=O)OCc1ccccc1, C1CCOC1, O, O=Cc1ccsc1. Product: O=C(OCc1ccccc1)C(CCc1nc(-c2ccccc2)c[nH]1)NCc1ccsc1. As a reaction SMILES: [CH3:34][CH2:35][O:36][C:37](=[O:38])[CH3:39].[NH2:8][CH:9]([C:10](=[O:11])[O:12][CH2:13][c:14]1[cH:15][cH:16][cH:17][cH:18][cH:19]1)[CH2:20][CH2:21][c:22]1[nH:23][cH:24][c:25](-[c:27]2[cH:28][cH:29][cH:30][cH:31][cH:32]2)[n:26]1.[O:40]1[CH2:41][CH2:42][CH2:43][CH2:44]1.[OH2:33].[s:1]1[cH:2][c:3]([CH:6]=[O:7])[cH:4][cH:5]1>>[s:1]1[cH:2][c:3]([CH2:6][NH:8][CH:9]([C:10](=[O:11])[O:12][CH2:13][c:14]2[cH:15][cH:16][cH:17][cH:18][cH:19]2)[CH2:20][CH2:21][c:22]2[nH:23][cH:24][c:25](-[c:27]3[cH:28][cH:29][cH:30][cH:31][cH:32]3)[n:26]2)[cH:4][cH:5]1.